This data is from the Open Reaction Database (ORD), a public repository of structured organic reaction records. The task is: describe an organic reaction: reactants, conditions, products, and yield Reactants: [Br-], C[Mg+], O=Cc1ccc(F)c(Oc2ccccc2)c1, C1CCOC1. The product is CC(O)c1ccc(F)c(Oc2ccccc2)c1. RXN SMILES: [Br-:1].[CH3:2][Mg+:3].[F:4][c:5]1[c:6]([O:13][c:14]2[cH:15][cH:16][cH:17][cH:18][cH:19]2)[cH:7][c:8]([CH:9]=[O:10])[cH:11][cH:12]1.[O:20]1[CH2:21][CH2:22][CH2:23][CH2:24]1>>[CH3:2][CH:9]([c:8]1[cH:7][c:6]([O:13][c:14]2[cH:15][cH:16][cH:17][cH:18][cH:19]2)[c:5]([F:4])[cH:12][cH:11]1)[OH:10]. Starting materials: NC1=NN2C(N=CC(=C2)Cl)=C1C(=O)OCC=C (allyl 2-amino-6-chloro-pyrazolo[1,5-a]pyrimidine-3-carboxylate), C1(=CC=CC=C1)[SiH3] (phenylsilane). The reagents and catalysts are C=1C=CC(=CC1)[P](C=2C=CC=CC2)(C=3C=CC=CC3)[Pd]([P](C=4C=CC=CC4)(C=5C=CC=CC5)C=6C=CC=CC6)([P](C=7C=CC=CC7)(C=8C=CC=CC8)C=9C=CC=CC9)[P](C=1C=CC=CC1)(C=1C=CC=CC1)C=1C=CC=CC1 (Pd(PPh3)4). Run in C(Cl)Cl (DCM). Run at time 7 hour. The product is NC1=NN2C(N=CC(=C2)Cl)=C1C(=O)O (2-amino-6-chloro-pyrazolo[1,5-a]pyrimidine-3-carboxylic acid). Yield: 5131.4%. RXN SMILES: [NH2:1][C:2]1[C:11]([C:12]([O:14]CC=C)=[O:13])=[C:5]2[N:6]=[CH:7][C:8]([Cl:10])=[CH:9][N:4]2[N:3]=1.C1([SiH3])C=CC=CC=1>C(Cl)Cl.C1C=CC([P]([Pd]([P](C2C=CC=CC=2)(C2C=CC=CC=2)C2C=CC=CC=2)([P](C2C=CC=CC=2)(C2C=CC=CC=2)C2C=CC=CC=2)[P](C2C=CC=CC=2)(C2C=CC=CC=2)C2C=CC=CC=2)(C2C=CC=CC=2)C2C=CC=CC=2)=CC=1>[NH2:1][C:2]1[C:11]([C:12]([OH:14])=[O:13])=[C:5]2[N:6]=[CH:7][C:8]([Cl:10])=[CH:9][N:4]2[N:3]=1 |^1:31,33,52,71|. Procedure details: To a suspension of allyl 2-amino-6-chloro-pyrazolo[1,5-a]pyrimidine-3-carboxylate 4b (1 g, 3.96 mmol) in DCM (15 mL) was added phenylsilane (856.6 mg, 0.9756 mL, 7.916 mmol), followed by Pd(PPh3)4 (182.9 mg, 0.1583 mmol). The reaction was stirred at room temperature for 7 h. The reaction mixture was filtered and the solid was washed with DCM to give a light yellow solid (43.2 g). This solid was triturated further in DCM (225 mL) at RT for 45 min, then filtered and dried overnight under vacuum to...